Dataset: the Open Reaction Database (ORD), a public repository of structured organic reaction records. Task: describe an organic reaction: reactants, conditions, products, and yield Reactants: C(C)OC(=O)C1(CCNCC1)CCOC (4-(2-methoxy-ethyl)-piperidine-4-carboxylic acid ethyl ester), CC(CS(=O)(=O)Cl)C (2-methyl-propane-1-sulfonyl chloride), C(C)(CC)C1=CC=C(C=C1)N (4-sec-butyl-phenylamine). Yields the product C(C)(CC)C1=CC=C(C=C1)N1C(C2(CC1)CCN(CC2)S(=O)(=O)CC(C)C)=O (2-(4-sec-Butyl-phenyl)-8-(2-methyl-propane-1-sulfonyl)-2,8-diaza-spiro[4.5]decan-1-one). Reaction SMILES: C(O[C:4]([C:6]1([CH2:12][CH2:13]OC)[CH2:11][CH2:10][NH:9][CH2:8][CH2:7]1)=[O:5])C.[CH3:16][CH:17]([CH3:23])[CH2:18][S:19](Cl)(=[O:21])=[O:20].[CH:24]([C:28]1[CH:33]=[CH:32][C:31]([NH2:34])=[CH:30][CH:29]=1)([CH2:26][CH3:27])[CH3:25]>>[CH:24]([C:28]1[CH:29]=[CH:30][C:31]([N:34]2[CH2:13][CH2:12][C:6]3([CH2:7][CH2:8][N:9]([S:19]([CH2:18][CH:17]([CH3:23])[CH3:16])(=[O:21])=[O:20])[CH2:10][CH2:11]3)[C:4]2=[O:5])=[CH:32][CH:33]=1)([CH2:26][CH3:27])[CH3:25]. Reported procedure: White solid. MS (ESI): 407.23 (MH+). This example was prepared in analogy to example 1 step C) to D) from 4-(2-methoxy-ethyl)-piperidine-4-carboxylic acid ethyl ester (example 1 step B)), 2-methyl-propane-1-sulfonyl chloride and 4-sec-butyl-phenylamine. The reactants are C1CCOC1, [Li+], CC(c1ccc(F)cc1)C(N=[N+]=[N-])C(=O)N1C(=O)OCC1c1ccccc1, [OH-], O, OO. The product is CC(c1ccc(F)cc1)C(N=[N+]=[N-])C(=O)O. RXN SMILES: [CH2:33]1[O:34][CH2:35][CH2:36][CH2:37]1.[Li+:31].[N:1](=[N+:2]=[N-:3])[CH:4]([C:5](=[O:6])[N:7]1[CH:8]([c:9]2[cH:10][cH:11][cH:12][cH:13][cH:14]2)[CH2:15][O:16][C:17]1=[O:18])[CH:19]([CH3:20])[c:21]1[cH:22][cH:23][c:24]([F:27])[cH:25][cH:26]1.[OH-:32].[OH2:28].[OH:29][OH:30]>>[N:1](=[N+:2]=[N-:3])[CH:4]([C:5]([OH:6])=[O:28])[CH:19]([CH3:20])[c:21]1[cH:22][cH:23][c:24]([F:27])[cH:25][cH:26]1. Starting materials: aqueous solution, OO (hydrogen peroxide), CSC(C(=O)O)C=1SC=CC1 (α-Methylthio(2-thienyl)acetic acid), CO (methanol), O (water), C(Cl)Cl (methylene chloride). Reagents/catalysts: [O-][W](=O)(=O)[O-].[Na+].[Na+] (sodium tungstate). Run in C1=CC=CC=C1 (benzene). Reaction conditions: time 70 hour. Product: CS(=O)(=O)C(C(=O)O)C=1SC=CC1 (α-methylsulfonyl(2-thienyl)acetic acid). Reaction SMILES: [CH3:1][S:2][CH:3]([C:7]1[S:8][CH:9]=[CH:10][CH:11]=1)[C:4]([OH:6])=[O:5].OO.[OH2:14].C(Cl)Cl.C[OH:19]>C1C=CC=CC=1.[O-][W]([O-])(=O)=O.[Na+].[Na+]>[CH3:1][S:2]([CH:3]([C:7]1[S:8][CH:9]=[CH:10][CH:11]=1)[C:4]([OH:6])=[O:5])(=[O:19])=[O:14] |f:6.7.8|. Reported procedure: α-Methylthio(2-thienyl)acetic acid (1.731 g) was dissolved in 20 ml of methanol, and 10 mg of sodium tungstate and 3.34 ml of a 30% aqueous solution of hydrogen peroxide were added. The mixture was stirred at room temperature for 70 hours. To the reaction mixture were added 30 ml of water and 30 ml of methylene chloride. The organic layer was separated. The aqueous layer was extracted four times with 30 ml of methylene chloride. The resulting organic layers were combined, dried over anhydrous so... Reactants: CO, CC(C)N1CCN(Cc2ccc(N)cc2C(F)(F)F)CC1, ClCCl, Cc1cc(-n2cnc3cccnc32)ccc1CC(=O)O. Product: Cc1cc(-n2cnc3cccnc32)ccc1CC(=O)Nc1ccc(CN2CCN(C(C)C)CC2)c(C(F)(F)F)c1. As a reaction SMILES: [CH3:45][OH:46].[CH:21]([CH3:22])([CH3:23])[N:24]1[CH2:25][CH2:26][N:27]([CH2:30][c:31]2[c:32]([C:38]([F:39])([F:40])[F:41])[cH:33][c:34]([NH2:37])[cH:35][cH:36]2)[CH2:28][CH2:29]1.[Cl:42][CH2:43][Cl:44].[n:1]1[cH:2][n:3](-[c:10]2[cH:11][c:12]([CH3:20])[c:13]([CH2:16][C:17](=[O:18])[OH:19])[cH:14][cH:15]2)[c:4]2[n:5][cH:6][cH:7][cH:8][c:9]12>>[n:1]1[cH:2][n:3](-[c:10]2[cH:11][c:12]([CH3:20])[c:13]([CH2:16][C:17](=[O:19])[NH:37][c:34]3[cH:33][c:32]([C:38]([F:39])([F:40])[F:41])[c:31]([CH2:30][N:27]4[CH2:26][CH2:25][N:24]([CH:21]([CH3:22])[CH3:23])[CH2:29][CH2:28]4)[cH:36][cH:35]3)[cH:14][cH:15]2)[c:4]2[n:5][cH:6][cH:7][cH:8][c:9]12. Reactants: ClC=1C=C(C=2N(N1)C=CN2)NC2=NC(=C(C=C2)OC)OC (6-chloro-N-(5,6-dimethoxypyridin-2-yl)imidazo[1,2-b]pyridazin-8-amine), N1CC(CCC1)NC(OC(C)(C)C)=O (tert-butyl piperidin-3-ylcarbamate). Reaction conditions: temperature 160 celsius. Product: COC=1C=CC(=NC1OC)NC=1C=2N(N=C(C1)N1CC(CCC1)NC(OC(C)(C)C)=O)C=CN2 (tert-butyl 1-(8-(5,6-dimethoxypyridin-2-ylamino)imidazo[1,2-b]pyridazin-6-yl)piperidin-3-ylcarbamate). The yield is 15.1%. Reaction SMILES: Cl[C:2]1[CH:3]=[C:4]([NH:11][C:12]2[CH:17]=[CH:16][C:15]([O:18][CH3:19])=[C:14]([O:20][CH3:21])[N:13]=2)[C:5]2[N:6]([CH:8]=[CH:9][N:10]=2)[N:7]=1.[NH:22]1[CH2:27][CH2:26][CH2:25][CH:24]([NH:28][C:29](=[O:35])[O:30][C:31]([CH3:34])([CH3:33])[CH3:32])[CH2:23]1>>[CH3:19][O:18][C:15]1[CH:16]=[CH:17][C:12]([NH:11][C:4]2[C:5]3[N:6]([CH:8]=[CH:9][N:10]=3)[N:7]=[C:2]([N:22]3[CH2:27][CH2:26][CH2:25][CH:24]([NH:28][C:29](=[O:35])[O:30][C:31]([CH3:33])([CH3:32])[CH3:34])[CH2:23]3)[CH:3]=2)=[N:13][C:14]=1[O:20][CH3:21]. Procedure details: A suspension of 6-chloro-N-(5,6-dimethoxypyridin-2-yl)imidazo[1,2-b]pyridazin-8-amine (1.3 g, 4.24 mmol) and tert-butyl piperidin-3-ylcarbamate (3.4 g, 16.99 mmol) was heated to 160° C. for 2 h. The residue was purified by chromatography (silica gel, 200-300 mesh, dichloromethane:MeOH=120:1) to give the tert-butyl 1-(8-(5,6-dimethoxypyridin-2-ylamino)imidazo[1,2-b]pyridazin-6-yl)piperidin-3-ylcarbamate (300 mg, 15%) as brown solid. LC-MS: 470 [M+1]+, tR=1.44 min Starting materials: O=C1CCCC2=C(SC(=C21)SCCC)C(=O)OCC (Ethyl 4,5,6,7-tetrahydro-4-oxo-3-propylthiobenzo[c]thiophene-1-carboxylate), BrBr (bromine). Run in C(Cl)(Cl)Cl (chloroform), C(Cl)(Cl)Cl (chloroform). Run at time 40 minute. Yields the product BrC1C(C=2C(=C(SC2SCCC)C(=O)OCC)CC1)=O (ethyl 5-bromo-4,5,6,7-tetrahydro-4-oxo-3-propylthiobenzo[c]thiophene-1-carboxylate). Isolated yield 90.9%. Reaction SMILES: [O:1]=[C:2]1[C:10]2[C:6](=[C:7]([C:15]([O:17][CH2:18][CH3:19])=[O:16])[S:8][C:9]=2[S:11][CH2:12][CH2:13][CH3:14])[CH2:5][CH2:4][CH2:3]1.[Br:20]Br>C(Cl)(Cl)Cl>[Br:20][CH:3]1[CH2:4][CH2:5][C:6]2=[C:7]([C:15]([O:17][CH2:18][CH3:19])=[O:16])[S:8][C:9]([S:11][CH2:12][CH2:13][CH3:14])=[C:10]2[C:2]1=[O:1]. Procedure details: Ethyl 4,5,6,7-tetrahydro-4-oxo-3-propylthiobenzo[c]thiophene-1-carboxylate (25.29 g) was dissolved in chloroform (380 ml); a solution of bromine (13.81 g) in chloroform (20 ml) was added dropwise at room temperature over a period of 20-minutes. After the reaction mixture was stirred at room temperature for 40 minutes, it was washed with a 2% aqueous solution of sodium sulfite (400 ml), water, a saturated aqueous solution of sodium hydrogen carbonate and water in that order, and dried (MgSO4), af...